From a dataset of the Open Reaction Database (ORD), a public repository of structured organic reaction records. describe an organic reaction: reactants, conditions, products, and yield The reactants are O=C1CN(C1)C(=O)OC(C)(C)C (tert-butyl 3-oxoazetidine-1-carboxylate), COC1=CC=C(C=C1)[Mg]Br ((4-methoxyphenyl)magnesium bromide), [Cl-].[NH4+] (ammonium chloride). Run in C1CCOC1 (THF). Run at time 3 hour. Product: OC1(CN(C1)C(=O)OC(C)(C)C)C1=CC=C(C=C1)OC (tert-butyl 3-hydroxy-3-(4-methoxyphenyl)azetidine-1-carboxylate). The yield is 33.2%. As a reaction SMILES: [O:1]=[C:2]1[CH2:5][N:4]([C:6]([O:8][C:9]([CH3:12])([CH3:11])[CH3:10])=[O:7])[CH2:3]1.[CH3:13][O:14][C:15]1[CH:20]=[CH:19][C:18]([Mg]Br)=[CH:17][CH:16]=1.[Cl-].[NH4+]>C1COCC1>[OH:1][C:2]1([C:18]2[CH:19]=[CH:20][C:15]([O:14][CH3:13])=[CH:16][CH:17]=2)[CH2:5][N:4]([C:6]([O:8][C:9]([CH3:12])([CH3:11])[CH3:10])=[O:7])[CH2:3]1 |f:2.3|. Procedure: To a solution of tert-butyl 3-oxoazetidine-1-carboxylate (4 g, 23 mmol) in THF (100 mL) at 0° C. was added (4-methoxyphenyl)magnesium bromide (0.5 M in ether) (47 mL, 23 mmol). The reaction mixture was stirred for 3 h, and then a satd. ammonium chloride solution (200 mL) was added. The mixture was extracted with ethyl acetate (200 mL), and the organic layer was separated, dried over Na2SO4, and evaporated under reduced pressure to give a crude product. The product was purified by silica gel chro... The reactants are [H-].[Na+] (NaH), C(CC(=O)OCC)(=O)OCC (diethyl malonate), ClC1=C(C#N)C=CC(=C1C)I (2-Chloro-4-Iodo-3-methylbenzonitrile). The reagents and catalysts are [Cu]I (CuI). Solvent: O1CCOCC1 (dioxane). Conditions: temperature 100 celsius, time 30 minute. The product is ClC=1C(=C(C=CC1C#N)C(C(=O)OCC)C(=O)OCC)C (Diethyl 2-(3-chloro-4-cyano-2-methylphenyl)malonate). Isolated yield 82.5%. As a reaction SMILES: [C:1]([O:9][CH2:10][CH3:11])(=[O:8])[CH2:2][C:3]([O:5][CH2:6][CH3:7])=[O:4].[H-].[Na+].[Cl:14][C:15]1[C:22]([CH3:23])=[C:21](I)[CH:20]=[CH:19][C:16]=1[C:17]#[N:18]>O1CCOCC1.[Cu]I>[Cl:14][C:15]1[C:22]([CH3:23])=[C:21]([CH:2]([C:3]([O:5][CH2:6][CH3:7])=[O:4])[C:1]([O:9][CH2:10][CH3:11])=[O:8])[CH:20]=[CH:19][C:16]=1[C:17]#[N:18] |f:1.2|. Reported procedure: To a pressure reaction flask containing diethyl malonate (4.1 mL, 27 mmol) in 50 mL of anhydrous dioxane was added NaH (1.1 g, 27.5 mmol, ˜60% in mineral oil) in several portions at RT, and stirred for 30 min. Compound 1E (2.5 g, 9 mmol) and CuI (5.1 g, 26.8 mmol) were added, sealed and heated at 100° C. for 3 days. The reaction was cooled to RT and filtered through a pad of celite. The celite pad was washed with EtOAc. The organics were washed twice with water, dried over Na2SO4, filtered and c... Starting materials: IC (iodomethane), CC1=NOC2=C1C=C1C(=C2)OCC12C(NC1=CC=CC=C21)=O (3-methylspiro[furo[3,2-f][1,2]benzisoxazole-5,3′-indol]-2′(1′H)-one), BrCC=1OC(=CC1)C(F)(F)F (2-(bromomethyl)-5-(trifluoromethyl)furan), OC1=CC2=C(C=C1C#N)C1(C(N(C3=CC=CC=C13)CC1=CC=C(C=C1)OC)=O)CO2 (6-hydroxy-1′-(4-methoxybenzyl)-2′-oxo-1′,2′-dihydrospiro[1-benzofuran-3,3′-indole]-5-carbonitrile). Product: COC1=CC2=C(C=C1C#N)C1(C(N(C3=CC=CC=C13)CC1=CC=C(C=C1)OC)=O)CO2 (6-methoxy-1′-(4-methoxybenzyl)-2′-oxo-1′,2′-dihydrospiro[1-benzofuran-3,3′-indole]-5-carbonitrile). Reaction SMILES: IC.Br[CH2:4]C1OC(C(F)(F)F)=CC=1.[OH:14][C:15]1[C:20]([C:21]#[N:22])=[CH:19][C:18]2[C:23]3([CH2:42][O:43][C:17]=2[CH:16]=1)[C:31]1[C:26](=[CH:27][CH:28]=[CH:29][CH:30]=1)[N:25]([CH2:32][C:33]1[CH:38]=[CH:37][C:36]([O:39][CH3:40])=[CH:35][CH:34]=1)[C:24]3=[O:41].CC1C2C=C3C4(C5C(=CC=CC=5)NC4=O)COC3=CC=2ON=1>>[CH3:4][O:14][C:15]1[C:20]([C:21]#[N:22])=[CH:19][C:18]2[C:23]3([CH2:42][O:43][C:17]=2[CH:16]=1)[C:31]1[C:26](=[CH:27][CH:28]=[CH:29][CH:30]=1)[N:25]([CH2:32][C:33]1[CH:38]=[CH:37][C:36]([O:39][CH3:40])=[CH:35][CH:34]=1)[C:24]3=[O:41]. Procedure details: Following the procedure as described in EXAMPLE 9 and making non-critical variations using iodomethane to replace 2-(bromomethyl)-5-(trifluoromethyl)furan, and 6-hydroxy-1′-(4-methoxybenzyl)-2′-oxo-1′,2′-dihydrospiro[1-benzofuran-3,3′-indole]-5-carbonitrile to replace 3-methylspiro[furo[3,2-f][1,2]benzisoxazole-5,3′-indol]-2′(1′H)-one, 6-methoxy-1′-(4-methoxybenzyl)-2′-oxo-1′,2′-dihydrospiro[1-benzofuran-3,3′-indole]-5-carbonitrile was obtained (62%): mp 207-208° C. (ethyl acetate/hexanes); 1H N...